From a dataset of the Open Reaction Database (ORD), a public repository of structured organic reaction records. describe an organic reaction: reactants, conditions, products, and yield Reactants: BrC=1C=C2C(=CNC2=CC1)CN(C)C (5-bromo-3-(dimethylaminomethyl)indole), C(C)(=O)O (acetic acid), S(=O)(=O)(OC)OC (dimethyl sulfate), C(C)(=O)O (acetic acid). Run in C1CCOC1 (THF), C1CCOC1 (THF). The product is COS(=O)(=O)[O-].BrC=1C=C2C(=CNC2=CC1)C[N+](C)(C)C ((5-Bromo-3-indolylmethyl)-trimethylammonium Methyl Sulfate). Yield: 391.7%. Reaction SMILES: [Br:1][C:2]1[CH:3]=[C:4]2[C:8](=[CH:9][CH:10]=1)[NH:7][CH:6]=[C:5]2[CH2:11][N:12]([CH3:14])[CH3:13].[C:15](O)(=O)C.[S:19]([O:24]C)([O:22][CH3:23])(=[O:21])=[O:20]>C1COCC1>[CH3:23][O:22][S:19]([O-:24])(=[O:21])=[O:20].[Br:1][C:2]1[CH:3]=[C:4]2[C:8](=[CH:9][CH:10]=1)[NH:7][CH:6]=[C:5]2[CH2:11][N+:12]([CH3:15])([CH3:14])[CH3:13] |f:4.5|. Reported procedure: According to the procedure of C. Huebner et al., J. Am. Chem. Soc., 75, 5887 (1953), a solution of 5-bromo-3-(dimethylaminomethyl)indole (28.3 g, 0.11 mol) and acetic acid (1.60 mL, 0.028 mol) in dry THF (154 mL) was added dropwise over a 1/2 hour period to a solution of dimethyl sulfate (52.04 mL, 0.55 mol) and acetic acid (1.60 mL, 0.028 mol) in dry THF (62 mL), keeping the temperature between 10°-15° C. The reaction was cooled in an ice bath for 1 hour, filtered, washed thoroughly with ether,... Reactants: BrC1=CC=C2C(=C(NC2=C1)C(=O)OCC)C(=O)OCC (diethyl 6-bromoindole-2,3-dicarboxylate), O.NN (hydrazine hydrate). Solvent: C(C)O (ethanol). The product is BrC=1C=CC=2C3=C(NC2C1)C(N=NC3=O)=O (7-Bromopyridazino[4,5-b]indole-1,4-dione). Isolated yield 85.0%. As a reaction SMILES: [Br:1][C:2]1[CH:10]=[C:9]2[C:5]([C:6]([C:16]([O:18]CC)=O)=[C:7]([C:11](OCC)=[O:12])[NH:8]2)=[CH:4][CH:3]=1.O.[NH2:22][NH2:23]>C(O)C>[Br:1][C:2]1[CH:3]=[CH:4][C:5]2[C:6]3[C:16](=[O:18])[N:23]=[N:22][C:11](=[O:12])[C:7]=3[NH:8][C:9]=2[CH:10]=1 |f:1.2|. Reported procedure: To a stirred solution of diethyl 6-bromoindole-2,3-dicarboxylate (0.5 g, 1.47 mM) in ethanol (4 mL) was added hydrazine hydrate (2.2 mL, 44 mM). The solution was heated to reflux for 90 minutes and then cooled to room temperature. The resulting solid was filtered and then suspended in glacial acetic acid (5 mL). After heating this mixture to reflux for several minutes and cooling to room temperature, the solid was filtered off and dried under vacuum. This afforded the titled compound as a white ... Starting materials: CCO, CCCOc1ccc(C=NOC)cc1O, Cl. Yields the product CCCOc1ccc(CN)cc1O. RXN SMILES: [CH3:17][CH2:18][OH:19].[CH3:1][O:2][N:3]=[CH:4][c:5]1[cH:6][c:7]([OH:15])[c:8]([O:11][CH2:12][CH2:13][CH3:14])[cH:9][cH:10]1.[ClH:16]>>[NH2:3][CH2:4][c:5]1[cH:6][c:7]([OH:15])[c:8]([O:11][CH2:12][CH2:13][CH3:14])[cH:9][cH:10]1. Starting materials: CC(C)OC(=O)Cl, CS(=O)(=O)c1ccc(OCc2cnn(C3CCNCC3)n2)c(F)c1. The product is CC(C)OC(=O)N1CCC(n2ncc(COc3ccc(S(C)(=O)=O)cc3F)n2)CC1. As a reaction SMILES: [Cl:25][C:26](=[O:27])[O:28][CH:29]([CH3:30])[CH3:31].[F:1][c:2]1[c:3]([O:4][CH2:5][c:6]2[n:7][n:8]([CH:11]3[CH2:12][CH2:13][NH:14][CH2:15][CH2:16]3)[n:9][cH:10]2)[cH:17][cH:18][c:19]([S:21](=[O:22])(=[O:23])[CH3:24])[cH:20]1>>[F:1][c:2]1[c:3]([O:4][CH2:5][c:6]2[n:7][n:8]([CH:11]3[CH2:12][CH2:13][N:14]([C:26](=[O:27])[O:28][CH:29]([CH3:30])[CH3:31])[CH2:15][CH2:16]3)[n:9][cH:10]2)[cH:17][cH:18][c:19]([S:21](=[O:22])(=[O:23])[CH3:24])[cH:20]1. The reactants are CC#N, C#CC1CCC(C#N)N1C(=O)CCl, CC(C)(N)Cc1ccc(F)cc1. Yields the product C#CC1CCC(C#N)N1C(=O)CNC(C)(C)Cc1ccc(F)cc1. As a reaction SMILES: [CH3:26][C:27]#[N:28].[Cl:1][CH2:2][C:3](=[O:4])[N:5]1[CH:6]([C:12]#[N:13])[CH2:7][CH2:8][CH:9]1[C:10]#[CH:11].[F:14][c:15]1[cH:16][cH:17][c:18]([CH2:21][C:22]([CH3:23])([CH3:24])[NH2:25])[cH:19][cH:20]1>>[CH2:2]([C:3](=[O:4])[N:5]1[CH:6]([C:12]#[N:13])[CH2:7][CH2:8][CH:9]1[C:10]#[CH:11])[NH:25][C:22]([CH2:21][c:18]1[cH:17][cH:16][c:15]([F:14])[cH:20][cH:19]1)([CH3:23])[CH3:24].